This data is from the Open Reaction Database (ORD), a public repository of structured organic reaction records. The task is: describe an organic reaction: reactants, conditions, products, and yield The reactants are COC=1C=C(C=CC1)B(O)O (3-methoxyphenyl boronic acid), BrC=1SC=C(N1)C(=O)OCC (ethyl 2-bromothiazole-4-carboxylate), C(=O)([O-])[O-].[Na+].[Na+] (Na2CO3). Yields the product COC=1C=C(C=CC1)C=1SC=C(N1)C(=O)OCC (Ethyl 2-(3-methoxyphenyl)-thiazole-4-carboxylate). As a reaction SMILES: [CH3:1][O:2][C:3]1[CH:4]=[C:5](B(O)O)[CH:6]=[CH:7][CH:8]=1.Br[C:13]1[S:14][CH:15]=[C:16]([C:18]([O:20][CH2:21][CH3:22])=[O:19])[N:17]=1.C([O-])([O-])=O.[Na+].[Na+]>COCCOC.C1C=CC(P(C2C=CC=CC=2)[C-]2C=CC=C2)=CC=1.C1C=CC(P(C2C=CC=CC=2)[C-]2C=CC=C2)=CC=1.Cl[Pd]Cl.[Fe+2]>[CH3:1][O:2][C:3]1[CH:4]=[C:5]([C:13]2[S:14][CH:15]=[C:16]([C:18]([O:20][CH2:21][CH3:22])=[O:19])[N:17]=2)[CH:6]=[CH:7][CH:8]=1 |f:2.3.4,6.7.8.9|. The solvent is COCCOC (DME). The reagents and catalysts are C1=CC=C(C=C1)P([C-]2C=CC=C2)C3=CC=CC=C3.C1=CC=C(C=C1)P([C-]2C=CC=C2)C3=CC=CC=C3.Cl[Pd]Cl.[Fe+2] (PdCl2(dppf)2). Reported procedure: A suspension of 3-methoxyphenyl boronic acid (0.25 g, 1.65 mmol), ethyl 2-bromothiazole-4-carboxylate (0.33 g, 1.4 mmol), PdCl2(dppf)2 (0.11 g) and 2M Na2CO3 (aq) (2 mL) in DME (10 mL) was heated to reflux for 20 h. The mixture was cooled to RT, filtered, concentrated by rotary evaporation and purified on silica gel (6:1 hexanes/EtOAc and 4:1 hexanes/EtOAc) to afford the title compound as a light-brown oil. EI-MS m/z 264 (M+H).